The task is: describe an organic reaction: reactants, conditions, products, and yield. This data is from the Open Reaction Database (ORD), a public repository of structured organic reaction records. Reactants: CCOC(=O)c1cc(Br)c(Cl)cc1OCC, ClCCl, CN(C)C=O, N#C[Cu]. The product is CCOC(=O)c1cc(C#N)c(Cl)cc1OCC. As a reaction SMILES: [CH2:1]([CH3:2])[O:3][C:4]([c:5]1[c:6]([O:13][CH2:14][CH3:15])[cH:7][c:8]([Cl:12])[c:9]([Br:11])[cH:10]1)=[O:16].[CH2:25]([Cl:26])[Cl:27].[CH3:20][N:21]([CH3:22])[CH:23]=[O:24].[Cu:17][C:18]#[N:19]>>[CH2:1]([CH3:2])[O:3][C:4]([c:5]1[c:6]([O:13][CH2:14][CH3:15])[cH:7][c:8]([Cl:12])[c:9]([C:18]#[N:19])[cH:10]1)=[O:16].